Dataset: the Open Reaction Database (ORD), a public repository of structured organic reaction records. Task: describe an organic reaction: reactants, conditions, products, and yield Starting materials: CN1C(=NC2=C1C=CC=C2)NS(=O)(=O)C2=CC=CC=C2 (N-(1-methyl-1H-benzimidazol-2-yl)-benzenesulfonamide), BrCC1=CC(=CC=C1)C(F)(F)F (1-bromomethyl-3-trifluoromethyl-benzene), C([O-])([O-])=O.[K+].[K+] (potassium carbonate). The solvent is CN(C)C=O (DMF), CCOC(=O)C (EtOAc). Run at temperature 120 celsius. Yields the product CN1C(N(C2=C1C=CC=C2)CC2=CC(=CC=C2)C(F)(F)F)=NS(=O)(=O)C2=CC=CC=C2 (N-[1-methyl-3-(3-trifluoromethyl-benzyl)-1,3-dihydro-benzimidazol-2-ylidene]-benzenesulfonamide). As a reaction SMILES: [CH3:1][N:2]1[C:6]2[CH:7]=[CH:8][CH:9]=[CH:10][C:5]=2[N:4]=[C:3]1[NH:11][S:12]([C:15]1[CH:20]=[CH:19][CH:18]=[CH:17][CH:16]=1)(=[O:14])=[O:13].Br[CH2:22][C:23]1[CH:28]=[CH:27][CH:26]=[C:25]([C:29]([F:32])([F:31])[F:30])[CH:24]=1.C(=O)([O-])[O-].[K+].[K+]>CN(C=O)C.CCOC(C)=O>[CH3:1][N:2]1[C:6]2[CH:7]=[CH:8][CH:9]=[CH:10][C:5]=2[N:4]([CH2:22][C:23]2[CH:28]=[CH:27][CH:26]=[C:25]([C:29]([F:30])([F:31])[F:32])[CH:24]=2)[C:3]1=[N:11][S:12]([C:15]1[CH:20]=[CH:19][CH:18]=[CH:17][CH:16]=1)(=[O:13])=[O:14] |f:2.3.4|. Procedure: To a solution of N-(1-methyl-1H-benzimidazol-2-yl)-benzenesulfonamide (100 mg, 0.35 mmol) in DMF (2 mL) was added 1-bromomethyl-3-trifluoromethyl-benzene (166.4 mg, 0.70 mmol) and potassium carbonate (48 mg). The resulting mixture was heated to 120° C. in a microwave reactor for 1 h and then diluted with EtOAc, washed with H2O and the organic layer was dried over Na2SO4, filtered, and concentrated in vacuo. The resultant residue was purified by flash column chromatography (SiO2), eluting with a ... The reactants are [Al+3], C1CCOC1, [H-], [H-], [H-], [H-], [Li+], CC(C)(N)C(=O)N1CCc2ccccc2C1. Yields the product CC(C)(N)CN1CCc2ccccc2C1. RXN SMILES: [Al+3:18].[CH2:23]1[O:24][CH2:25][CH2:26][CH2:27]1.[H-:17].[H-:20].[H-:21].[H-:22].[Li+:19].[NH2:1][C:2]([C:3](=[O:4])[N:5]1[CH2:6][c:7]2[cH:8][cH:9][cH:10][cH:11][c:12]2[CH2:13][CH2:14]1)([CH3:15])[CH3:16]>>[NH2:1][C:2]([CH2:3][N:5]1[CH2:6][c:7]2[cH:8][cH:9][cH:10][cH:11][c:12]2[CH2:13][CH2:14]1)([CH3:15])[CH3:16]. Reactants: ClC1=C(C(=C(C=C1)C(=O)C1(OC1)C(F)(F)F)OC)F ((4-chloro-3-fluoro-2-methoxyphenyl)[2-(trifluoromethyl)oxiranyl]methanone), C([O-])([O-])=O.[Cs+].[Cs+] (Caesium carbonate), C(C)O (ethanol). The product is ClC1=C(C(=C(C=C1)C(C(C(F)(F)F)(O)COCC)=O)OC)F (1-(4-Chloro-3-fluoro-2-methoxyphenyl)-3,3,3-trifluoro-2-ethoxymethyl-2-hydroxy propan-1-one). As a reaction SMILES: [Cl:1][C:2]1[CH:7]=[CH:6][C:5]([C:8]([C:10]2([C:13]([F:16])([F:15])[F:14])[CH2:12][O:11]2)=[O:9])=[C:4]([O:17][CH3:18])[C:3]=1[F:19].C(=O)([O-])[O-:21].[Cs+].[Cs+].[CH2:26](O)[CH3:27]>>[Cl:1][C:2]1[CH:7]=[CH:6][C:5]([C:8](=[O:9])[C:10]([CH2:12][O:11][CH2:26][CH3:27])([OH:21])[C:13]([F:14])([F:15])[F:16])=[C:4]([O:17][CH3:18])[C:3]=1[F:19] |f:1.2.3|. Procedure details: 285 mg (0.95 mmol) (4-Chloro-3-fluoro-2-methoxyphenyl)[2-(trifluoromethyl)-oxiranyl]methanone obtained in example 12 are stirred with 622 mg (1.9 mmol) Caesium carbonate in 8 ml ethanol. The reaction is quenched by addition of water after 1 day. The aqueous layer is extracted with ethyl acetate, the combined organic phases are washed with brine, dried over sodium sulphate and then evaporated to yield 173 mg 1-(4-Chloro-3-fluoro-2-methoxyphenyl)-3,3,3-trifluoro-2-ethoxymethyl-2-hydroxy propan-1-o... The reactants are O=C1CCC(=O)N1Br, ClC(Cl)(Cl)Cl, CCOC(C)=O, Cc1ccc(-c2ccccc2C(=O)OCC[Si](C)(C)C)cc1, CCCCCC. Yields the product C[Si](C)(C)CCOC(=O)c1ccccc1-c1ccc(CBr)cc1. RXN SMILES: [Br:35][N:36]1[C:37](=[O:38])[CH2:39][CH2:40][C:41]1=[O:42].[C:43]([Cl:44])([Cl:45])([Cl:46])[Cl:47].[C:7]([O:8][CH2:9][CH3:10])(=[O:11])[CH3:12].[CH3:13][c:14]1[cH:15][cH:16][c:17](-[c:20]2[c:21]([C:26](=[O:27])[O:28][CH2:29][CH2:30][Si:31]([CH3:32])([CH3:33])[CH3:34])[cH:22][cH:23][cH:24][cH:25]2)[cH:18][cH:19]1.[CH3:1][CH2:2][CH2:3][CH2:4][CH2:5][CH3:6]>>[CH2:13]([c:14]1[cH:15][cH:16][c:17](-[c:20]2[c:21]([C:26](=[O:27])[O:28][CH2:29][CH2:30][Si:31]([CH3:32])([CH3:33])[CH3:34])[cH:22][cH:23][cH:24][cH:25]2)[cH:18][cH:19]1)[Br:35]. Starting materials: Nc1ccc(N2CCOCC2)nc1, CCCc1oc(-c2ccccc2)nc1C(=O)O. Yields the product CCCc1oc(-c2ccccc2)nc1C(=O)Nc1ccc(N2CCOCC2)nc1. RXN SMILES: [O:18]1[CH2:19][CH2:20][N:21]([c:24]2[cH:25][cH:26][c:27]([NH2:30])[cH:28][n:29]2)[CH2:22][CH2:23]1.[c:1]1(-[c:7]2[o:8][c:9]([CH2:15][CH2:16][CH3:17])[c:10]([C:12](=[O:13])[OH:14])[n:11]2)[cH:2][cH:3][cH:4][cH:5][cH:6]1>>[c:1]1(-[c:7]2[o:8][c:9]([CH2:15][CH2:16][CH3:17])[c:10]([C:12](=[O:14])[NH:30][c:27]3[cH:26][cH:25][c:24]([N:21]4[CH2:20][CH2:19][O:18][CH2:23][CH2:22]4)[n:29][cH:28]3)[n:11]2)[cH:2][cH:3][cH:4][cH:5][cH:6]1. Starting materials: C(=O)(O)C1=CN(C2=CC=CC=C12)C=1C=NC2=CC=CC=C2C1 (3-carboxy-1-(quinol-3-yl)-1H-indole), S(=O)(Cl)Cl (thionyl chloride). The product is Cl.ClC(=O)C1=CN(C2=CC=CC=C12)C=1C=NC2=CC=CC=C2C1 (3-chlorocarbonyl-1-(quinol-3-yl)-1H-indole hydrochloride). RXN SMILES: [C:1]([C:4]1[C:12]2[C:7](=[CH:8][CH:9]=[CH:10][CH:11]=2)[N:6]([C:13]2[CH:14]=[N:15][C:16]3[C:21]([CH:22]=2)=[CH:20][CH:19]=[CH:18][CH:17]=3)[CH:5]=1)(O)=[O:2].S(Cl)([Cl:25])=O>>[ClH:25].[Cl:25][C:1]([C:4]1[C:12]2[C:7](=[CH:8][CH:9]=[CH:10][CH:11]=2)[N:6]([C:13]2[CH:14]=[N:15][C:16]3[C:21]([CH:22]=2)=[CH:20][CH:19]=[CH:18][CH:17]=3)[CH:5]=1)=[O:2] |f:2.3|. Procedure: 10 cm3 of thionyl chloride are added at 22° C. under an argon atmosphere to 1 g (2.3 mmol) of 3-carboxy-1-(quinol-3-yl)-1H-indole. After stirring at reflux for 1.5 hours, the reaction mixture is concentrated to dryness under reduced pressure (2.7 kPa), successively triturated twice with 10 cm3 of dimethoxyethane and then concentrated to dryness under reduced pressure (2.7 kPa) to give 1 g of 3-chlorocarbonyl-1-(quinol-3-yl)-1H-indole hydrochloride in the form of an orange-coloured solid which is...